Dataset: the Open Reaction Database (ORD), a public repository of structured organic reaction records. Task: describe an organic reaction: reactants, conditions, products, and yield Starting materials: FC1=C(OC2=CC3=C(N=C(N=C3)NC3CCOCC3)N(C2=O)CC)C=CC(=C1)F (6-(2,4-difluorophenoxy)-8-ethyl-2-(tetrahydro-2H-pyran-4-ylamino)pyrido[2,3-d]pyrimidin-7(8H)-one), N[C@H]1[C@@H](COCC1)O (trans-4-amino-3-hydroxy-tetrahydropyran), C(C)(=O)OCC (ethyl acetate). Run in CN1C(CCC1)=O (1-methyl-2-pyrrolidinone). The product is FC1=C(OC2=CC3=C(N=C(N=C3)NC3C(COCC3)O)N(C2=O)CC)C=CC(=C1)F (6-(2,4-difluorophenoxy)-8-ethyl-2-(3-hydroxy-tetrahydro-pyran-4-ylamino)pyrido[2,3-d]pyrimidin-7(8H)-one). The yield is 21.9%. Reaction SMILES: [F:1][C:2]1[CH:28]=[C:27]([F:29])[CH:26]=[CH:25][C:3]=1[O:4][C:5]1[C:21](=[O:22])[N:20]([CH2:23][CH3:24])[C:8]2[N:9]=[C:10]([NH:13][CH:14]3[CH2:19][CH2:18][O:17][CH2:16][CH2:15]3)[N:11]=[CH:12][C:7]=2[CH:6]=1.N[C@@H]1CC[O:34]C[C@H]1O.C(OCC)(=O)C>CN1CCCC1=O>[F:1][C:2]1[CH:28]=[C:27]([F:29])[CH:26]=[CH:25][C:3]=1[O:4][C:5]1[C:21](=[O:22])[N:20]([CH2:23][CH3:24])[C:8]2[N:9]=[C:10]([NH:13][CH:14]3[CH2:19][CH2:18][O:17][CH2:16][CH:15]3[OH:34])[N:11]=[CH:12][C:7]=2[CH:6]=1. Procedure: A mixture of the sulfone (see example 95 for preparation) (0.50 g, 1.31 mmol) and trans-4-amino-3-hydroxy-tetrahydropyran (0.23 g, 1.97 mmol) (see following ref for preparation: (a) Marquis, Robert W et al J. Med. Chem. (2001), 44(5), 725-736. (b) Gribble, Andrew D et al PCT Int. Appl. (1998), 74 pp. (c) Mochalin, V. B et al Zh. Org. Khim. (1971), 7(4), 825-8). in 2 mL of 1-methyl-2-pyrrolidinone was heated at 100° C. for 12 h. The reaction mixture was cooled, ethyl acetate (15 mL) was added and... Reactants: CC1=C(OCC2CO2)C=CC=C1 (1-(2-methylphenoxy)-2,3-epoxypropane), C(C1=CC=CC=C1)N(CC(C)(N)C)CC1=CC=CC=C1 (N,N-dibenzyl-2-methyl-1,2-propanediamine). The solvent is C(C)O (ethanol). Yields the product CC1=C(OCC(CNC(CN(CC2=CC=CC=C2)CC2=CC=CC=C2)(C)C)O)C=CC=C1 (1-(2-methylphenoxy)-3-(1,1-dimethyl-2-dibenzylaminoethylamino)-2-propanol). The yield is 64.4%. Reaction SMILES: [CH3:1][C:2]1[CH:12]=[CH:11][CH:10]=[CH:9][C:3]=1[O:4][CH2:5][CH:6]1[O:8][CH2:7]1.[CH2:13]([N:20]([CH2:26][C:27]1[CH:32]=[CH:31][CH:30]=[CH:29][CH:28]=1)[CH2:21][C:22]([CH3:25])([NH2:24])[CH3:23])[C:14]1[CH:19]=[CH:18][CH:17]=[CH:16][CH:15]=1>C(O)C>[CH3:1][C:2]1[CH:12]=[CH:11][CH:10]=[CH:9][C:3]=1[O:4][CH2:5][CH:6]([OH:8])[CH2:7][NH:24][C:22]([CH3:25])([CH3:23])[CH2:21][N:20]([CH2:13][C:14]1[CH:19]=[CH:18][CH:17]=[CH:16][CH:15]=1)[CH2:26][C:27]1[CH:32]=[CH:31][CH:30]=[CH:29][CH:28]=1. Reported procedure: A micture of 4.3 g of 1-(2-methylphenoxy)-2,3-epoxypropane, 7.03 g of N,N-dibenzyl-2-methyl-1,2-propanediamine and 50 ml of ethanol was refluxed for 20 hours, and the solvent was evaporated under reduced pressure. To a benzene solution of the residue was added 1N hydrochloric acid, to deposit an oily material. After removal of the benzene layer, the residue was extracted with chloroform. The organic layer was washed with 5% sodium carbonate and dried over anhydrous sodium sulfate. The solvent wa... The reactants are C(C)(C)(C)OC(=O)N[C@@H](CC1CCCCC1)[C@@H]1CCC(O1)=O ((5S)-5-[(1S)-1-(N-t-butoxycarbonylamino)-2-cyclohexylethyl]dihydrofuran-2(3H)-one), C1(CCCCC1)=O (cyclohexanone), [Cl-].[NH4+] (ammonium chloride), C(CCC)[Li] (butyllithium), C(C)(C)NC(C)C (diisopropylamine). Solvent: O1CCCC1 (tetrahydrofuran), O1CCCC1 (tetrahydrofuran), CCCCCC (hexane). Reaction conditions: time 30 minute. Yields the product C(C)(C)(C)OC(=O)N[C@@H](CC1CCCCC1)[C@@H]1C[C@H](C(O1)=O)C1(CCCCC1)O ((3S, 5S)-5-[(1S)-1-(N-t-Butoxycarbonylamino)-2-cyclohexylethyl]-3-(1-hydroxycyclohexyl)dihydrofuran-2(3H)-one). Yield: 62.2%. As a reaction SMILES: C([Li])CCC.C(NC(C)C)(C)C.[C:13]([O:17][C:18]([NH:20][C@H:21]([C@H:29]1[O:33][C:32](=[O:34])[CH2:31][CH2:30]1)[CH2:22][CH:23]1[CH2:28][CH2:27][CH2:26][CH2:25][CH2:24]1)=[O:19])([CH3:16])([CH3:15])[CH3:14].[C:35]1(=[O:41])[CH2:40][CH2:39][CH2:38][CH2:37][CH2:36]1.[Cl-].[NH4+]>O1CCCC1.CCCCCC>[C:13]([O:17][C:18]([NH:20][C@H:21]([C@H:29]1[O:33][C:32](=[O:34])[C@H:31]([C:35]2([OH:41])[CH2:40][CH2:39][CH2:38][CH2:37][CH2:36]2)[CH2:30]1)[CH2:22][CH:23]1[CH2:24][CH2:25][CH2:26][CH2:27][CH2:28]1)=[O:19])([CH3:16])([CH3:14])[CH3:15] |f:4.5|. Procedure details: 1.43 ml (3.58 mmoles) of butyllithium (as a 2.5M hexane solution) was added dropwise, at -78° C. and under an atmosphere of nitrogen, to a solution of 0.50 ml (3.57 mmoles) of diisopropylamine in 10 ml of anhydrous tetrahydrofuran. The mixture was then stirred for 30 minutes, after which a solution of 500 mg (1.61 mmoles) of (5S)-5-[(1S)-1-(N-t-butoxycarbonylamino)-2-cyclohexylethyl]dihydrofuran-2(3H)-one (prepared as described in Preparation 5) in 5 ml of anhydrous tetrahydrofuran was added the... The reactants are C1(=CC=CC=C1)C1SCCCS1 (2-phenyl-1,3-dithiane), COC=1C=C(C=O)C=CC1OC (3,4-dimethoxybenzaldehyde), C(CCC)[Li] (n-butyllithium), C(C=C)(=O)Cl (acryloyl chloride), C(=O)(O)[O-].[Na+] (NaHCO3). Solvent: O (water), COCCOC (1,2-dimethoxyethane), COCCOC (1,2-dimethoxyethane), COCCOC (1,2-dimethoxyethane), C1=CC=CC=C1 (benzene). Conditions: temperature -20 celsius, time 15 minute. Product: C(C=C)(=O)O.COC=1C=C(C(C(C2=CC=CC=C2)=O)O)C=CC1OC (3',4'-dimethoxybenzoin acrylate). Yield: 33.0%. RXN SMILES: [C:1]1([CH:7]2SCCCS2)[CH:6]=[CH:5][CH:4]=[CH:3][CH:2]=1.C([Li])CCC.[CH3:18][O:19][C:20]1[CH:21]=[C:22]([CH:25]=[CH:26][C:27]=1[O:28][CH3:29])[CH:23]=[O:24].C(Cl)(=[O:33])C=C.C([O-])(O)=[O:36].[Na+]>COCCOC.O.C1C=CC=CC=1>[C:27]([OH:28])(=[O:33])[CH:26]=[CH2:25].[CH3:18][O:19][C:20]1[CH:21]=[C:22]([CH:25]=[CH:26][C:27]=1[O:28][CH3:29])[CH:23]([OH:24])[C:7](=[O:36])[C:1]1[CH:6]=[CH:5][CH:4]=[CH:3][CH:2]=1 |f:4.5,9.10|. Procedure: A 500 ml 3-necked flask fitted with a nitrogen source in and out, magnetic stirrer, dropping funnel, and serum cap, was charged with 125 ml anhydrous 1,2-dimethoxyethane and 19.6 g (0.1 mole) 2-phenyl-1,3-dithiane, the mixture cooled to -20° C. and 64 ml (43.6 g) of 1.6 molar n-butyllithium was added. To a solution of 16.6 g 3,4-dimethoxybenzaldehyde (0.1 mole) in 25 ml anhydrous 1,2-dimethoxyethane was added dropwise, 8.1 ml (9.05 g) acryloyl chloride in 25 ml 1,2-dimethoxyethane. The mixture w... The reactants are [B-](F)(F)(F)F.[B-](F)(F)(F)F.C1C[N+]2(CC[N+]1(CC2)O)F (Accufluor), reagent, COC1=CC=C2CCC(C2=C1)=O (6-methoxy-indan-1-one). The solvent is C(C)#N (ACN). Product: FC=1C(=CC=C2CCC(C12)=O)OC (7-Fluoro-6-methoxy-indan-1-one). Reaction SMILES: [B-](F)(F)(F)F.[B-](F)(F)(F)F.C1[N+]2(O)CC[N+]([F:20])(CC2)C1.[CH3:21][O:22][C:23]1[CH:31]=[C:30]2[C:26]([CH2:27][CH2:28][C:29]2=[O:32])=[CH:25][CH:24]=1>C(#N)C>[F:20][C:31]1[C:23]([O:22][CH3:21])=[CH:24][CH:25]=[C:26]2[C:30]=1[C:29](=[O:32])[CH2:28][CH2:27]2 |f:0.1.2|. Procedure: A solution of Accufluor™ fluorinating reagent (6.75 g, 9.00 mmol) and 6-methoxy-indan-1-one (500 mg, 3.00 mmol) in ACN (600 mL) was heated at 80° C. for six hours. The reaction was concentrated under reduced pressure, and the residue was purified by medium pressure chromatography (silica, 10 to 25% EtOAc:hexanes) to yield 38.1. 1H NMR (400 MHz, CDCl3) δ ppm 7.21-7.29 (m, 1H), 7.12-7.18 (m, 1H), 3.92 (s, 3H), 3.04-3.12 (m, 2H), 2.70-2.76 (m, 2H). Reactants: ClCCl, O=C(Cl)c1ccccc1Cl, c1ccncc1, Nc1ccc(-c2nc(-c3ccncc3)c(C(F)(F)F)o2)cc1. Yields the product O=C(Nc1ccc(-c2nc(-c3ccncc3)c(C(F)(F)F)o2)cc1)c1ccccc1Cl. RXN SMILES: [Cl:23][CH2:24][Cl:25].[Cl:26][C:27](=[O:28])[c:29]1[cH:30][cH:31][cH:32][cH:33][c:34]1[Cl:35].[cH:36]1[cH:37][cH:38][n:39][cH:40][cH:41]1.[n:1]1[cH:2][cH:3][c:4](-[c:7]2[n:8][c:9](-[c:16]3[cH:17][cH:18][c:19]([NH2:22])[cH:20][cH:21]3)[o:10][c:11]2[C:12]([F:13])([F:14])[F:15])[cH:5][cH:6]1>>[n:1]1[cH:2][cH:3][c:4](-[c:7]2[n:8][c:9](-[c:16]3[cH:17][cH:18][c:19]([NH:22][C:27](=[O:28])[c:29]4[cH:30][cH:31][cH:32][cH:33][c:34]4[Cl:35])[cH:20][cH:21]3)[o:10][c:11]2[C:12]([F:13])([F:14])[F:15])[cH:5][cH:6]1. The reactants are FC(COC1=CC=C(C=C1)OCC(F)(F)F)(F)F (1,4-bis(2,2,2-trifluoroethoxy)benzene), C(C)(=O)C1=CC=CC=C1 (acetophenone), CC(=O)C1=C(C=CC(=C1)OCC(F)(F)F)OCC(F)(F)F (2,5-bis(2,2,2-trifluoroethoxy)acetophenone), CC(=O)C1=C(C=CC(=C1)OCC(F)(F)F)OCC(F)(F)F (2,5-bis(2,2,2-trifluoroethoxy)acetophenone), methyl, Cl[O-] (hypochlorite). The product is FC(COC1=C(C(=O)O)C=C(C=C1)OCC(F)(F)F)(F)F (2,5-bis(2,2,2-trifluoroethoxy)benzoic acid). Reaction SMILES: FC(F)(F)C[O:4]C1C=CC(OCC(F)(F)F)=CC=1.C[C:20]([C:22]1[CH:27]=[C:26]([O:28][CH2:29][C:30]([F:33])([F:32])[F:31])[CH:25]=[CH:24][C:23]=1[O:34][CH2:35][C:36]([F:39])([F:38])[F:37])=[O:21].C(C1C=CC=CC=1)(=O)C.Cl[O-]>>[F:37][C:36]([F:39])([F:38])[CH2:35][O:34][C:23]1[CH:24]=[CH:25][C:26]([O:28][CH2:29][C:30]([F:33])([F:32])[F:31])=[CH:27][C:22]=1[C:20]([OH:21])=[O:4]. Reported procedure: In one aspect of the invention, a method of preparing a 2,5-bis(2,2,2-trifluoroethoxy)-N-(2-piperidylmethyl)benzamide is provided which comprises the following steps. Hydroquinone is contacted with 2,2,2-trifluoroethyl trifluoromethanesulfonate under conditions to yield 1,4-bis(2,2,2-trifluoroethoxy)benzene. Then, in the presence of a Lewis acid catalyst, the 1,4-bis(2,2,2-trifluoroethoxy)benzene is treated with an acetylation agent under conditions to create 2,5-bis(2,2,2-trifluoroethoxy)acetop... Reactants: CCCCCC=C1c2cc(C)c(C)cc2C(=O)N1c1cccnc1, CCO. Yields the product CCCCCCC1c2cc(C)c(C)cc2C(=O)N1c1cccnc1. RXN SMILES: [CH3:1][c:2]1[cH:3][c:4]2[c:8]([cH:9][c:10]1[CH3:11])[C:7](=[O:12])[N:6]([c:13]1[cH:14][n:15][cH:16][cH:17][cH:18]1)[C:5]2=[CH:19][CH2:20][CH2:21][CH2:22][CH2:23][CH3:24].[CH3:25][CH2:26][OH:27]>>[CH3:1][c:2]1[cH:3][c:4]2[c:8]([cH:9][c:10]1[CH3:11])[C:7](=[O:12])[N:6]([c:13]1[cH:14][n:15][cH:16][cH:17][cH:18]1)[CH:5]2[CH2:19][CH2:20][CH2:21][CH2:22][CH2:23][CH3:24]. Reactants: [BH3-]C#N, C=O, CCCc1nc2cc(C=CC(=O)NO)ccc2n1CCNCCC(C)(C)C, CO, O=C(O)C(F)(F)F, [Na+]. Yields the product CCCc1nc2cc(C=CC(=O)NO)ccc2n1CCN(C)CCC(C)(C)C. Reaction SMILES: [C:30]([BH3-:31])#[N:32].[CH2:28]=[O:29].[CH3:1][C:2]([CH2:3][CH2:4][NH:5][CH2:6][CH2:7][n:8]1[c:9]([CH2:23][CH2:24][CH3:25])[n:10][c:11]2[c:12]1[cH:13][cH:14][c:15]([CH:17]=[CH:18][C:19](=[O:20])[NH:21][OH:22])[cH:16]2)([CH3:26])[CH3:27].[CH3:41][OH:42].[F:34][C:35]([F:36])([F:37])[C:38]([OH:39])=[O:40].[Na+:33]>>[CH3:1][C:2]([CH2:3][CH2:4][N:5]([CH2:6][CH2:7][n:8]1[c:9]([CH2:23][CH2:24][CH3:25])[n:10][c:11]2[c:12]1[cH:13][cH:14][c:15]([CH:17]=[CH:18][C:19](=[O:20])[NH:21][OH:22])[cH:16]2)[CH3:30])([CH3:26])[CH3:27].